Dataset: the Open Reaction Database (ORD), a public repository of structured organic reaction records. Task: describe an organic reaction: reactants, conditions, products, and yield The product is CCCCCOc1cccc(N)c1C#N. The reactants are C1=CCCCC1, CCCCCOc1cccc([N+](=O)[O-])c1C#N. As a reaction SMILES: [CH2:1]1[CH2:2][CH:3]=[CH:4][CH2:5][CH2:6]1.[N+:7]([O-:8])(=[O:9])[c:10]1[c:11]([C:12]#[N:13])[c:14]([O:18][CH2:19][CH2:20][CH2:21][CH2:22][CH3:23])[cH:15][cH:16][cH:17]1>>[NH2:7][c:10]1[c:11]([C:12]#[N:13])[c:14]([O:18][CH2:19][CH2:20][CH2:21][CH2:22][CH3:23])[cH:15][cH:16][cH:17]1. Product: CN(C)C=C1C(N(C(N1CC1=CC=C(C=C1)OC)=O)C(C)C)=O (5-Dimethylaminomethylene-3-isopropyl-1-(4-methoxybenzyl)-imidazolidine-2,4-dione). Run in CN(C=O)C (dimethylformamide). RXN SMILES: [CH3:1][N:2]([CH:4]=[C:5]1[NH:9][C:8](=[O:10])[N:7]([CH:11]([CH3:13])[CH3:12])[C:6]1=[O:14])[CH3:3].[H-].[Na+].[H][H].[CH3:19][O:20][C:21]1[CH:28]=[CH:27][C:24]([CH2:25]Cl)=[CH:23][CH:22]=1>CN(C)C=O>[CH3:3][N:2]([CH:4]=[C:5]1[N:9]([CH2:25][C:24]2[CH:27]=[CH:28][C:21]([O:20][CH3:19])=[CH:22][CH:23]=2)[C:8](=[O:10])[N:7]([CH:11]([CH3:12])[CH3:13])[C:6]1=[O:14])[CH3:1] |f:1.2|. Reaction conditions: time 8 hour. Procedure: To a solution of 100 mg of 5-dimethylaminomethylene-3-isopropylimidazolidine-2,4-dione in 2 ml of dimethylformamide was added 425 mg of sodium hydride (as a 60% dispersion in mineral oil). The mixture was stirred until evolution of hydrogen gas had ceased. The solution was then treated with 1.5 ml of 4-methoxybenzyl chloride and stirring continued overnight at rt. The mixture was partitioned between ethyl acetate and water and the organic layer dried, filtered and concentrated. The residue was p... The reactants are CN(C)C=C1C(N(C(N1)=O)C(C)C)=O (5-dimethylaminomethylene-3-isopropylimidazolidine-2,4-dione), [H-].[Na+] (sodium hydride), COC1=CC=C(CCl)C=C1 (4-methoxybenzyl chloride), [H][H] (hydrogen). The reactants are [Cl-].[NH4+] (ammonium chloride), [Mg] (magnesium), C(C1=CC=CC=C1)OC1=C(C=O)C=CC=C1 (2-benzyloxybenzaldehyde), BrC1=CC=C(C=C1)CC (1-bromo-4-ethylbenzene). Reagents/catalysts: BrC1=CC=C(C=C1)CC (1-Bromo-4-ethylbenzene). The solvent is O1CCCC1 (tetrahydrofuran), O1CCCC1 (tetrahydrofuran), O1CCCC1 (tetrahydrofuran). Conditions: time 1.5 hour. The product is C(C1=CC=CC=C1)OC1=C(C=CC=C1)C(O)C1=CC=C(C=C1)CC ((2-benzyloxyphenyl)(4-ethylphenyl)methanol). Yield: 101.4%. As a reaction SMILES: [Mg].Br[C:3]1[CH:8]=[CH:7][C:6]([CH2:9][CH3:10])=[CH:5][CH:4]=1.[CH2:11]([O:18][C:19]1[CH:26]=[CH:25][CH:24]=[CH:23][C:20]=1[CH:21]=[O:22])[C:12]1[CH:17]=[CH:16][CH:15]=[CH:14][CH:13]=1.[Cl-].[NH4+]>BrC1C=CC(CC)=CC=1.O1CCCC1>[CH2:11]([O:18][C:19]1[CH:26]=[CH:25][CH:24]=[CH:23][C:20]=1[CH:21]([C:3]1[CH:8]=[CH:7][C:6]([CH2:9][CH3:10])=[CH:5][CH:4]=1)[OH:22])[C:12]1[CH:13]=[CH:14][CH:15]=[CH:16][CH:17]=1 |f:3.4|. Procedure details: 1-Bromo-4-ethylbenzene (6.69 g, 0.036 mol) was added to a suspension of magnesium (17.2 g) and tetrahydrofuran (50 mL) and heated to reflux. Subsequently, a tetrahydrofuran (300 mL) solution of 1-bromo-4-ethylbenzene (97.9 g, 0.529 mol) was added for two hours at room temperature. After stirred at room temperature for 1.5 hours, the reaction mixture was cooled to 4° C. and a tetrahydrofuran (100 mL) solution of 2-benzyloxybenzaldehyde (100 g, 0.471 mol) was added for one hour. After stirred for ... Reactants: O=C([O-])[O-], C1COCCO1, CC(C#N)c1cncc(B2OC(C)(C)C(C)(C)O2)c1, [Cl-], Clc1nc(NCc2ccccn2)c2c(-c3ccccc3)cccc2n1, ClCCl, [K+], [K+], O. Product: CC(C#N)c1cncc(-c2nc(NCc3ccccn3)c3c(-c4ccccc4)cccc3n2)c1. RXN SMILES: [C:45](=[O:46])([O-:47])[O-:48].[CH2:55]1[O:56][CH2:57][CH2:58][O:59][CH2:60]1.[CH3:26][C:27]1([CH3:28])[C:29]([CH3:30])([CH3:31])[O:32][B:33]([c:34]2[cH:35][c:36]([CH:40]([C:41]#[N:42])[CH3:43])[cH:37][n:38][cH:39]2)[O:44]1.[Cl-:54].[Cl:1][c:2]1[n:3][c:4]2[cH:5][cH:6][cH:7][c:8](-[c:20]3[cH:21][cH:22][cH:23][cH:24][cH:25]3)[c:9]2[c:10]([NH:12][CH2:13][c:14]2[n:15][cH:16][cH:17][cH:18][cH:19]2)[n:11]1.[Cl:51][CH2:52][Cl:53].[K+:49].[K+:50].[OH2:61]>>[c:2]1(-[c:34]2[cH:35][c:36]([CH:40]([C:41]#[N:42])[CH3:43])[cH:37][n:38][cH:39]2)[n:3][c:4]2[cH:5][cH:6][cH:7][c:8](-[c:20]3[cH:21][cH:22][cH:23][cH:24][cH:25]3)[c:9]2[c:10]([NH:12][CH2:13][c:14]2[n:15][cH:16][cH:17][cH:18][cH:19]2)[n:11]1. The reactants are C(C)(=O)O.C(C1=CC=CC=C1)N(C(CCCOC=1C=C2CN3C(=NC2=CC1)NC(C3=C)=O)=O)CC3=CC=CC=C3 (N,N-dibenzyl-4-(2-oxo-3-methylene-1,2,3,5-tetrahydroimidazo[2,1-b]quinazolin-7-yl)oxybutanamide acetate), S(O)(O)(=O)=O (sulfuric acid). Yields the product S(=O)(=O)(O)O.C(C1=CC=CC=C1)N(C(CCCOC=1C=C2CN3C(=NC2=CC1)NC(C3)=O)=O)CC3=CC=CC=C3 (N,N-dibenzyl-4-(2-oxo-1,2,3,5-tetrahydroimidazo[2,1-b]quinazolin-7-yl)oxybutanamide sulfate). Reaction SMILES: C(O)(=O)C.[CH2:5]([N:12]([CH2:34][C:35]1[CH:40]=[CH:39][CH:38]=[CH:37][CH:36]=1)[C:13](=[O:33])[CH2:14][CH2:15][CH2:16][O:17][C:18]1[CH:19]=[C:20]2[C:25](=[CH:26][CH:27]=1)[N:24]=[C:23]1[NH:28][C:29](=[O:32])[C:30](=C)[N:22]1[CH2:21]2)[C:6]1[CH:11]=[CH:10][CH:9]=[CH:8][CH:7]=1.[S:41](=[O:45])(=[O:44])([OH:43])[OH:42]>O>[S:41]([OH:45])([OH:44])(=[O:43])=[O:42].[CH2:34]([N:12]([CH2:5][C:6]1[CH:7]=[CH:8][CH:9]=[CH:10][CH:11]=1)[C:13](=[O:33])[CH2:14][CH2:15][CH2:16][O:17][C:18]1[CH:19]=[C:20]2[C:25](=[CH:26][CH:27]=1)[N:24]=[C:23]1[NH:28][C:29](=[O:32])[CH2:30][N:22]1[CH2:21]2)[C:35]1[CH:40]=[CH:39][CH:38]=[CH:37][CH:36]=1 |f:0.1,4.5|. Solvent: O (water). Procedure details: N,N-dibenzyl-4-(2-oxo-3-methylene-1,2,3,5-tetrahydroimidazo[2,1-b]quinazolin-7-yl)oxybutanamide acetate (1.0 g) is dissolved in 50 ml water containing a stoichiometric equivalent of sulfuric acid, and the solution evaporated to dryness. The product is suspended in ethanol and filtered, air dried and recrystallized from methanol/acetone to yield N,N-dibenzyl-4-(2-oxo-1,2,3,5-tetrahydroimidazo[2,1-b]quinazolin-7-yl)oxybutanamide sulfate. The reactants are CC(C)c1ccc2c(Nc3cc(C(=O)O)ccc3Sc3ccc(NC(=O)OC(C)(C)C)cc3)ncnc2n1, Nc1ccc(NC(=O)C2CCCN2C(=O)OCc2ccccc2)cc1. Yields the product CC(C)c1ccc2c(Nc3cc(C(=O)Nc4ccc(NC(=O)C5CCCN5C(=O)OCc5ccccc5)cc4)ccc3Sc3ccc(NC(=O)OC(C)(C)C)cc3)ncnc2n1. RXN SMILES: [C:1]([CH3:2])([CH3:3])([CH3:4])[O:5][C:6](=[O:7])[NH:8][c:9]1[cH:10][cH:11][c:12]([S:15][c:16]2[c:17]([NH:25][c:26]3[c:27]4[c:28]([n:29][cH:30][n:31]3)[n:32][c:33]([CH:36]([CH3:37])[CH3:38])[cH:34][cH:35]4)[cH:18][c:19]([C:20](=[O:21])[OH:22])[cH:23][cH:24]2)[cH:13][cH:14]1.[NH2:39][c:40]1[cH:41][cH:42][c:43]([NH:46][C:47](=[O:48])[CH:49]2[N:50]([C:54](=[O:55])[O:56][CH2:57][c:58]3[cH:59][cH:60][cH:61][cH:62][cH:63]3)[CH2:51][CH2:52][CH2:53]2)[cH:44][cH:45]1>>[C:1]([CH3:2])([CH3:3])([CH3:4])[O:5][C:6](=[O:7])[NH:8][c:9]1[cH:10][cH:11][c:12]([S:15][c:16]2[c:17]([NH:25][c:26]3[c:27]4[c:28]([n:29][cH:30][n:31]3)[n:32][c:33]([CH:36]([CH3:37])[CH3:38])[cH:34][cH:35]4)[cH:18][c:19]([C:20](=[O:21])[NH:39][c:40]3[cH:41][cH:42][c:43]([NH:46][C:47](=[O:48])[CH:49]4[N:50]([C:54](=[O:55])[O:56][CH2:57][c:58]5[cH:59][cH:60][cH:61][cH:62][cH:63]5)[CH2:51][CH2:52][CH2:53]4)[cH:44][cH:45]3)[cH:23][cH:24]2)[cH:13][cH:14]1. Reactants: COc1ccc(Br)cc1, C1CCOC1, Clc1nc(Cl)nc(Cl)n1, I, [Mg]. Yields the product COc1ccc(-c2nc(Cl)nc(Cl)n2)cc1. Reaction SMILES: [Br:3][c:4]1[cH:5][cH:6][c:7]([O:10][CH3:11])[cH:8][cH:9]1.[CH2:21]1[O:22][CH2:23][CH2:24][CH2:25]1.[Cl:12][c:13]1[n:14][c:15]([Cl:16])[n:17][c:18]([Cl:19])[n:20]1.[I:2].[Mg:1]>>[c:4]1(-[c:18]2[n:17][c:15]([Cl:16])[n:14][c:13]([Cl:12])[n:20]2)[cH:5][cH:6][c:7]([O:10][CH3:11])[cH:8][cH:9]1. Reactants: OC=1C=C(C=CC1C)NC(C1=CC(=CC=C1)C(F)(F)F)=O (N-(3-hydroxy-4-methylphenyl)-3-(trifluoromethyl)benzamide), ClC1=NC=C(C=C1)[N+](=O)[O-] (2-chloro-5-nitropyridine), C([O-])([O-])=O.[K+].[K+] (potassium carbonate). Run in CN(C=O)C (N,N-dimethylformamide). Product: CC1=C(C=C(C=C1)NC(C1=CC(=CC=C1)C(F)(F)F)=O)OC1=NC=C(C=C1)[N+](=O)[O-] (N-{4-methyl-3-[(5-nitropyridin-2-yl)oxy]phenyl}-3-(trifluoromethyl)benzamide). RXN SMILES: [OH:1][C:2]1[CH:3]=[C:4]([NH:9][C:10](=[O:21])[C:11]2[CH:16]=[CH:15][CH:14]=[C:13]([C:17]([F:20])([F:19])[F:18])[CH:12]=2)[CH:5]=[CH:6][C:7]=1[CH3:8].Cl[C:23]1[CH:28]=[CH:27][C:26]([N+:29]([O-:31])=[O:30])=[CH:25][N:24]=1.C(=O)([O-])[O-].[K+].[K+]>CN(C)C=O>[CH3:8][C:7]1[CH:6]=[CH:5][C:4]([NH:9][C:10](=[O:21])[C:11]2[CH:16]=[CH:15][CH:14]=[C:13]([C:17]([F:18])([F:19])[F:20])[CH:12]=2)=[CH:3][C:2]=1[O:1][C:23]1[CH:28]=[CH:27][C:26]([N+:29]([O-:31])=[O:30])=[CH:25][N:24]=1 |f:2.3.4|. Procedure details: In the same method as in Example C1(v), the title compound (8.35 g, 98%) was obtained as an orange oil using N-(3-hydroxy-4-methylphenyl)-3-(trifluoromethyl)benzamide (6.00 g, 20.3 mmol), 2-chloro-5-nitropyridine (3.22 g, 20.3 mmol), potassium carbonate (8.43 g, 60.9 mmol) and N,N-dimethylformamide (150 mL) as starting materials. The title compound was used for the next reaction without further purification operation. Starting materials: [Si](C)(C)(C(C)(C)C)OC1=CC=C2C(=CC(OC2=C1CCC)=O)CC (7-tert-butyldimethylsilyloxy-4-ethyl-8-propylcoumarin), solution, [F-].C(CCC)[N+](CCCC)(CCCC)CCCC (tetrabutylammonium fluoride). The solvent is O1CCCC1 (tetrahydrofuran). Run at time 5 minute. Yields the product C(C)C1=CC(OC2=C(C(=CC=C12)O)CCC)=O (4-ethyl-7-hydroxy-8-propylcoumarin). Reaction SMILES: [Si]([O:8][C:9]1[C:18]([CH2:19][CH2:20][CH3:21])=[C:17]2[C:12]([C:13]([CH2:23][CH3:24])=[CH:14][C:15](=[O:22])[O:16]2)=[CH:11][CH:10]=1)(C(C)(C)C)(C)C.[F-].C([N+](CCCC)(CCCC)CCCC)CCC>O1CCCC1>[CH2:23]([C:13]1[C:12]2[C:17](=[C:18]([CH2:19][CH2:20][CH3:21])[C:9]([OH:8])=[CH:10][CH:11]=2)[O:16][C:15](=[O:22])[CH:14]=1)[CH3:24] |f:1.2|. Reported procedure: To a solution of 7-tert-butyldimethylsilyloxy-4-ethyl-8-propylcoumarin (Step B; 117 mg, 0.3382 mmol) in five mL of tetrahydrofuran (THF) was added a 1.0M solution of tetrabutylammonium fluoride (0.51 mL, 0.51 mmol). The mixture was stirred at ambient temperature for five minutes and subsequently quenched by the addition of saturated ammonium chloride. The mixture was extracted several times with ethyl acetate and the combined organic extracts were dried over magnesium sulfate, filtered, concentr... Reaction SMILES: COC([N:5]1[CH2:14][CH2:13][C:12]2[C:7](=[CH:8][C:9]([CH2:15][S:16]([C:19]3[CH:24]=[CH:23][CH:22]=[CH:21][CH:20]=3)(=[O:18])=[O:17])=[CH:10][CH:11]=2)[CH2:6]1)=O.[OH-].[Na+]>CO>[C:19]1([S:16]([CH2:15][C:9]2[CH:8]=[C:7]3[C:12]([CH2:13][CH2:14][NH:5][CH2:6]3)=[CH:11][CH:10]=2)(=[O:18])=[O:17])[CH:20]=[CH:21][CH:22]=[CH:23][CH:24]=1 |f:1.2|. The product is C1(=CC=CC=C1)S(=O)(=O)CC1=CC=C2CCNCC2=C1 (7-Phenylsulfonylmethyl-1,2,3,4-tetrahydroisoquinoline). Reported procedure: A mixture of 2-methoxycarbonyl-7-phenylsulfonylmethyl-1,2,3,4-tetrahydroisoquinoline (21.5 g, 6.2 mmol), sodium hydroxide (20 g, 0.5 mol) and methanol (250 ml) was heated at reflux for 64 h. The mixture was cooled and evaporation in vacuo, then the residue was partitioned between water (100 ml) and dichloromethane (5×50 ml). Combined organic extracts were dried (Na2SO4) and evaporated in vacuo to give the title compound as a colourless solid (1.77 g, 99%). Starting materials: COC(=O)N1CC2=CC(=CC=C2CC1)CS(=O)(=O)C1=CC=CC=C1 (2-methoxycarbonyl-7-phenylsulfonylmethyl-1,2,3,4-tetrahydroisoquinoline), [OH-].[Na+] (sodium hydroxide). The solvent is CO (methanol). Isolated yield 99.3%.